Dataset: the Open Reaction Database (ORD), a public repository of structured organic reaction records. Task: describe an organic reaction: reactants, conditions, products, and yield Reactants: C=1C=CC2=C(C1)N=NN2O (HOBt), C1CCC(CC1)N=C=NC2CCCCC2 (DCCI), N([C@@H](CC1=CC=CC=C1)C(=O)N[C@@H](CC1=CNC=N1)C(=O)O)C(=O)OCC1=CC=CC=C1 (Z-Phe-His-OH), N[C@@H](CC(C)C)C(=O)N[C@@H](C(C)C)C(=O)N[C@@H]([C@@H](C)CC)C(=O)O.N1=C(C=CC=C1)[N-]C (H-Leu-Val-Ile 2-pyridyl-methyl amide). Yields the product N([C@@H](CC1=CC=CC=C1)C(=O)N[C@@H](CC1=CNC=N1)C(=O)N[C@@H](CC(C)C)C(=O)N[C@@H](C(C)C)C(=O)N[C@@H]([C@@H](C)CC)C(=O)O)C(=O)OCC1=CC=CC=C1.N1=C(C=CC=C1)[N-]C (Z-Phe-His-Leu-Val-Ile 2-pyridyl-methyl amide), B7. Reaction SMILES: [NH:1]([C:23]([O:25][CH2:26][C:27]1[CH:32]=[CH:31][CH:30]=[CH:29][CH:28]=1)=[O:24])[C@H:2]([C:10]([NH:12][C@H:13]([C:20](O)=[O:21])[CH2:14][C:15]1[N:19]=[CH:18][NH:17][CH:16]=1)=[O:11])[CH2:3][C:4]1[CH:9]=[CH:8][CH:7]=[CH:6][CH:5]=1.[NH2:33][C@H:34]([C:39]([NH:41][C@H:42]([C:46]([NH:48][C@H:49]([C:54]([OH:56])=[O:55])[C@H:50]([CH2:52][CH3:53])[CH3:51])=[O:47])[CH:43]([CH3:45])[CH3:44])=[O:40])[CH2:35][CH:36]([CH3:38])[CH3:37].[N:57]1[CH:62]=[CH:61][CH:60]=[CH:59][C:58]=1[N-:63][CH3:64].C1C=CC2N(O)N=NC=2C=1.C1CCC(N=C=NC2CCCCC2)CC1>>[NH:1]([C:23]([O:25][CH2:26][C:27]1[CH:32]=[CH:31][CH:30]=[CH:29][CH:28]=1)=[O:24])[C@H:2]([C:10]([NH:12][C@H:13]([C:20]([NH:33][C@H:34]([C:39]([NH:41][C@H:42]([C:46]([NH:48][C@H:49]([C:54]([OH:56])=[O:55])[C@H:50]([CH2:52][CH3:53])[CH3:51])=[O:47])[CH:43]([CH3:44])[CH3:45])=[O:40])[CH2:35][CH:36]([CH3:37])[CH3:38])=[O:21])[CH2:14][C:15]1[N:19]=[CH:18][NH:17][CH:16]=1)=[O:11])[CH2:3][C:4]1[CH:9]=[CH:8][CH:7]=[CH:6][CH:5]=1.[N:57]1[CH:62]=[CH:61][CH:60]=[CH:59][C:58]=1[N-:63][CH3:64] |f:1.2,5.6|. Procedure details: In a manner analogous to that described in Example 1, using as starting materials 130 mg of Z-Phe-His-OH, 100 mg of H-Leu-Val-Ile-2-pyridyl-methyl amide, 46 mg of HOBt and 62 mg of DCCI, the title compound is obtained after flash chromatography (65 g of silica gel 60, 40-63 μm, eluant system B7). Rf (B7)=0.32. Starting materials: CC1CCNCC1, O=c1sc2ccccc2n1CCCCCl. Product: CC1CCN(CCCCn2c(=O)sc3ccccc32)CC1. RXN SMILES: [CH3:16][CH:17]1[CH2:18][CH2:19][NH:20][CH2:21][CH2:22]1.[Cl:1][CH2:2][CH2:3][CH2:4][CH2:5][n:6]1[c:7](=[O:15])[s:8][c:9]2[c:10]1[cH:11][cH:12][cH:13][cH:14]2>>[CH2:2]([CH2:3][CH2:4][CH2:5][n:6]1[c:7](=[O:15])[s:8][c:9]2[c:10]1[cH:11][cH:12][cH:13][cH:14]2)[N:20]1[CH2:19][CH2:18][CH:17]([CH3:16])[CH2:22][CH2:21]1. The reactants are C, CC(=O)[O-], CCO, CCCC1CCC(c2ncc(C(=O)OCC)c(Cl)n2)CC1, [H][H], [K+], [Pd]. Product: CCCC1CCC(c2ncc(C(=O)OCC)cn2)CC1. Reaction SMILES: [C:32].[CH3:23][C:24](=[O:25])[O-:26].[CH3:29][CH2:30][OH:31].[Cl:1][c:2]1[n:3][c:4]([CH:13]2[CH2:14][CH2:15][CH:16]([CH2:19][CH2:20][CH3:21])[CH2:17][CH2:18]2)[n:5][cH:6][c:7]1[C:8](=[O:9])[O:10][CH2:11][CH3:12].[H:27][H:28].[K+:22].[Pd:33]>>[cH:2]1[n:3][c:4]([CH:13]2[CH2:14][CH2:15][CH:16]([CH2:19][CH2:20][CH3:21])[CH2:17][CH2:18]2)[n:5][cH:6][c:7]1[C:8](=[O:9])[O:10][CH2:11][CH3:12]. Starting materials: CC(C)(C)OC(=O)N1CC2CC1CN2, ClCCl, CCN(C(C)C)C(C)C, Cc1nc(Cl)n2nc(-c3ccccc3Cl)c(-c3ccc(Cl)cc3)c2n1. Product: Cc1nc(N2CC3CC2CN3C(=O)OC(C)(C)C)n2nc(-c3ccccc3Cl)c(-c3ccc(Cl)cc3)c2n1. RXN SMILES: [C:1]([CH3:2])([CH3:3])([CH3:4])[O:5][C:6](=[O:7])[N:8]1[CH:9]2[CH2:10][NH:11][CH:12]([CH2:13]1)[CH2:14]2.[CH2:49]([Cl:50])[Cl:51].[CH:15]([N:16]([CH:17]([CH3:18])[CH3:19])[CH2:20][CH3:21])([CH3:22])[CH3:23].[Cl:24][c:25]1[n:26][c:27]([CH3:48])[n:28][c:29]2[n:30]1[n:31][c:32](-[c:41]1[c:42]([Cl:47])[cH:43][cH:44][cH:45][cH:46]1)[c:33]2-[c:34]1[cH:35][cH:36][c:37]([Cl:40])[cH:38][cH:39]1>>[C:1]([CH3:2])([CH3:3])([CH3:4])[O:5][C:6](=[O:7])[N:8]1[CH:9]2[CH2:10][N:11]([c:25]3[n:26][c:27]([CH3:48])[n:28][c:29]4[n:30]3[n:31][c:32](-[c:41]3[c:42]([Cl:47])[cH:43][cH:44][cH:45][cH:46]3)[c:33]4-[c:34]3[cH:35][cH:36][c:37]([Cl:40])[cH:38][cH:39]3)[CH:12]([CH2:13]1)[CH2:14]2.